From a dataset of the Open Reaction Database (ORD), a public repository of structured organic reaction records. describe an organic reaction: reactants, conditions, products, and yield Reactants: C1COCCO1, CC(C)(C)c1ccc(O)c(C=O)c1, [O-][Cl+][O-], Cl, NS(=O)(=O)O, [Na+], [Na+], [Na+], [Na+], O, O=P([O-])(O)O, O=S([O-])[O-]. Product: CC(C)(C)c1ccc(O)c(C(=O)O)c1. As a reaction SMILES: [CH2:36]1[O:37][CH2:38][CH2:39][O:40][CH2:41]1.[CH3:12][C:13]([CH3:14])([CH3:15])[c:16]1[cH:17][cH:18][c:19]([OH:24])[c:20]([CH:21]=[O:22])[cH:23]1.[Cl+:25]([O-:26])[O-:27].[ClH:35].[NH2:1][S:2](=[O:3])(=[O:4])[OH:5].[Na+:28].[Na+:33].[Na+:34].[Na+:6].[OH2:42].[OH:7][P:8](=[O:9])([O-:10])[OH:11].[S:29]([O-:30])([O-:31])=[O:32]>>[CH3:12][C:13]([CH3:14])([CH3:15])[c:16]1[cH:17][cH:18][c:19]([OH:24])[c:20]([C:21](=[O:22])[OH:26])[cH:23]1.